From a dataset of the Open Reaction Database (ORD), a public repository of structured organic reaction records. describe an organic reaction: reactants, conditions, products, and yield Starting materials: CC1CCCN1CC1CCCN1C(=O)c1ccc(B2OC(C)(C)C(C)(C)O2)cc1, N#Cc1csc(I)c1. The product is CC1CCCN1CC1CCCN1C(=O)c1ccc(-c2cc(C#N)cs2)cc1. RXN SMILES: [CH3:1][CH:2]1[N:3]([CH2:7][CH:8]2[N:9]([C:13](=[O:14])[c:15]3[cH:16][cH:17][c:18]([B:21]4[O:22][C:23]([CH3:24])([CH3:25])[C:26]([CH3:27])([CH3:28])[O:29]4)[cH:19][cH:20]3)[CH2:10][CH2:11][CH2:12]2)[CH2:4][CH2:5][CH2:6]1.[I:30][c:31]1[cH:32][c:33]([C:36]#[N:37])[cH:34][s:35]1>>[CH3:1][CH:2]1[N:3]([CH2:7][CH:8]2[N:9]([C:13](=[O:14])[c:15]3[cH:16][cH:17][c:18](-[c:31]4[cH:32][c:33]([C:36]#[N:37])[cH:34][s:35]4)[cH:19][cH:20]3)[CH2:10][CH2:11][CH2:12]2)[CH2:4][CH2:5][CH2:6]1. The reactants are ClC1=CC=C(C=C1)C1(C(CN(CC1)CCC=C1C2=C(OCC3=C1C=CC=N3)C=CC(=C2)O)(C)C)O (5-{3-[4-(4-Chloro-phenyl)-4-hydroxy-3,3-dimethyl-piperidin-1-yl]-propylidene}-5,11-dihydro-10-oxa-1-aza-dibenzo[a,d]cyclohepten-7-ol), [H-].[Na+] (sodium hydride), BrCCOC(C)=O (acetic acid 2-bromo-ethyl ester). Run at time 8 hour. The product is ClC1=CC=C(C=C1)C1(C(CN(CC1)CCC=C1C2=C(OCC3=C1C=CC=N3)C=CC(=C2)OCCOC(C)=O)(C)C)O (Acetic acid 2-(5-{3-[4-(4-chloro-phenyl)-4-hydroxy-3,3-dimethyl-piperidin-1-yl]-propylidene}-5,11-dihydro-10-oxa-1-aza-dibenzo[a,d]cyclohepten-7-yloxy)-ethyl ester). As a reaction SMILES: [Cl:1][C:2]1[CH:7]=[CH:6][C:5]([C:8]2([OH:35])[CH2:13][CH2:12][N:11]([CH2:14][CH2:15][CH:16]=[C:17]3[C:23]4[CH:24]=[CH:25][CH:26]=[N:27][C:22]=4[CH2:21][O:20][C:19]4[CH:28]=[CH:29][C:30]([OH:32])=[CH:31][C:18]3=4)[CH2:10][C:9]2([CH3:34])[CH3:33])=[CH:4][CH:3]=1.[H-].[Na+].Br[CH2:39][CH2:40][O:41][C:42](=[O:44])[CH3:43]>>[Cl:1][C:2]1[CH:7]=[CH:6][C:5]([C:8]2([OH:35])[CH2:13][CH2:12][N:11]([CH2:14][CH2:15][CH:16]=[C:17]3[C:23]4[CH:24]=[CH:25][CH:26]=[N:27][C:22]=4[CH2:21][O:20][C:19]4[CH:28]=[CH:29][C:30]([O:32][CH2:39][CH2:40][O:41][C:42](=[O:44])[CH3:43])=[CH:31][C:18]3=4)[CH2:10][C:9]2([CH3:33])[CH3:34])=[CH:4][CH:3]=1 |f:1.2|. Procedure: To a solution of 5-{3-[4-(4-Chloro-phenyl)-4-hydroxy-3,3-dimethyl-piperidin-1-yl]-propylidene}-5,11-dihydro-10-oxa-1-aza-dibenzo[a,d]cyclohepten-7-ol (64.5 mg, 0.131 mmol) in N,N-dimethylormamide (2.5 ml) was added sodium hydride (6 mg, 0.158 mmol), 60% dispersion in mineral oil, then acetic acid 2-bromo-ethyl ester (17 μl, 0.158 mmol). The reaction stirred at room temperature overnight under a nitrogen atmosphere. The reaction was quenched the following day with water and diluted with ethyl ace... Reaction SMILES: [Cl:29][c:30]1[n:31][n:32][c:33]([Cl:36])[cH:34][cH:35]1.[c:1]1([CH:7]([CH3:8])[NH:9][c:10]2[n:11][cH:12][cH:13][c:14](-[n:16]3[cH:17][n:18][c:19]4[c:20]3[cH:21][cH:22][c:23]([Sn:25]([CH3:26])([CH3:27])[CH3:28])[cH:24]4)[n:15]2)[cH:2][cH:3][cH:4][cH:5][cH:6]1>>[c:1]1([CH:7]([CH3:8])[NH:9][c:10]2[n:11][cH:12][cH:13][c:14](-[n:16]3[cH:17][n:18][c:19]4[c:20]3[cH:21][cH:22][c:23](-[c:33]3[n:32][n:31][c:30]([Cl:29])[cH:35][cH:34]3)[cH:24]4)[n:15]2)[cH:2][cH:3][cH:4][cH:5][cH:6]1. Reactants: Clc1ccc(Cl)nn1, CC(Nc1nccc(-n2cnc3cc([Sn](C)(C)C)ccc32)n1)c1ccccc1. Product: CC(Nc1nccc(-n2cnc3cc(-c4ccc(Cl)nn4)ccc32)n1)c1ccccc1. Reactants: ClC1=NC=C(C(=C1)N)I (2-chloro-5-iodo-pyridin-4-ylamine), COC(C1=CN=CC(=C1)C#C)=O (5-ethynyl-nicotinic acid methyl ester). The reagents and catalysts are [Cu]I (copper(I) iodide), Cl[Pd]([P](C1=CC=CC=C1)(C2=CC=CC=C2)C3=CC=CC=C3)([P](C4=CC=CC=C4)(C5=CC=CC=C5)C6=CC=CC=C6)Cl (bis(triphenylphosphine)palladium(II) chloride). The solvent is C(C)N(CC)CC (triethyl amine). Reaction conditions: temperature 100 celsius, time 3 hour. Yields the product COC(C1=CN=CC(=C1)C#CC=1C=NC(=CC1N)Cl)=O (5-(4-amino-6-chloro-pyridin-3-ylethynyl)-nicotinic acid methyl ester). As a reaction SMILES: [Cl:1][C:2]1[CH:7]=[C:6]([NH2:8])[C:5](I)=[CH:4][N:3]=1.[CH3:10][O:11][C:12](=[O:21])[C:13]1[CH:18]=[C:17]([C:19]#[CH:20])[CH:16]=[N:15][CH:14]=1>[Cu]I.Cl[Pd](Cl)([P](C1C=CC=CC=1)(C1C=CC=CC=1)C1C=CC=CC=1)[P](C1C=CC=CC=1)(C1C=CC=CC=1)C1C=CC=CC=1.C(N(CC)CC)C>[CH3:10][O:11][C:12](=[O:21])[C:13]1[CH:18]=[C:17]([C:19]#[C:20][C:5]2[CH:4]=[N:3][C:2]([Cl:1])=[CH:7][C:6]=2[NH2:8])[CH:16]=[N:15][CH:14]=1 |^1:26,45|. Reported procedure: A 250 mL round bottom flask flushed with N2 was charged with 2-chloro-5-iodo-pyridin-4-ylamine (1.00 g, 3.93 mmol), 5-ethynyl-nicotinic acid methyl ester (0.633 g, 3.93 mmol), copper(I) iodide (0.037 g, 0.196 mmol), bis(triphenylphosphine)palladium(II) chloride (0.138 g, 0.196 mmol) and triethyl amine (50 mL). The reaction mixture was stirred at 100° C. for 3 h. The reaction was cooled to room temperature, filtered and the precipitate washed thoroughly with ethyl acetate. The filtrate was washed...